Dataset: the Open Reaction Database (ORD), a public repository of structured organic reaction records. Task: describe an organic reaction: reactants, conditions, products, and yield Starting materials: C (charcoal), [H-].[Na+] (sodium hydride), C1=CN=C2N1C1=C(NC2=O)C=2C=CC=CC2C1 (5H,10H-imidazo[1,2-a]indeno-[1,2-e]pyrazin-4-one), C (charcoal), N(=O)OCCC(C)C (isoamyl nitrite). Solvent: C(C)(=O)O (acetic acid), O (water), CS(=O)C (dimethyl sulphoxide), CS(=O)C (dimethyl sulphoxide), CN(C=O)C (dimethylformamide), O (water), CS(=O)C (dimethyl sulphoxide). Reaction conditions: temperature 20 celsius, time 10 minute. Yields the product O\N=C\1/C=2C=CC=CC2C=2NC(C=3N(C21)C=CN3)=O (10-(E-hydroxyimino)-5H,10H-imidazo[1,2-a]indeno[1,2-e]pyrazin-4-one). Isolated yield 50.7%. RXN SMILES: [H-].[Na+].[CH:3]1[N:7]2[C:8]3[CH2:19][C:18]4[CH:17]=[CH:16][CH:15]=[CH:14][C:13]=4[C:9]=3[NH:10][C:11](=[O:12])[C:6]2=[N:5][CH:4]=1.[N:20](OCCC(C)C)=[O:21].C>CS(C)=O.CN(C)C=O.C(O)(=O)C.O>[OH:21]/[N:20]=[C:19]1\[C:18]2[CH:17]=[CH:16][CH:15]=[CH:14][C:13]=2[C:9]2[NH:10][C:11](=[O:12])[C:6]3[N:7]([CH:3]=[CH:4][N:5]=3)[C:8]\1=2 |f:0.1|. Procedure details: 0.4 g of 80% sodium hydride is added to a suspension of 1.1 g of 5H,10H-imidazo[1,2-a]indeno-[1,2-e]pyrazin-4-one in 10 ml of anhydrous dimethyl sulphoxide. After stirring for 10 minutes at a temperature in the region of 20° C., a solution of 0.7 g of isoamyl nitrite in 2 ml of anhydrous dimethyl sulphoxide is added dropwise over 5 minutes and the mixture is then stirred for 1 hour at the same temperature. 10 ml of distilled water are added slowly and the mixture is subsequently poured into 120 ... The reactants are C=Cc1ccccc1, B1C2CCCC1CCC2, CCCCC(C)CC(C=CC1C(SCCCCCC(=O)OC)=C(OS(=O)(=O)C(F)(F)F)CC1O[Si](C)(C)C(C)(C)C)O[Si](C)(C)C(C)(C)C, [K+], [K+], [K+], C1CCOC1, O=P([O-])([O-])[O-]. Yields the product CCCCC(C)CC(C=CC1C(SCCCCCC(=O)OC)=C(CCc2ccccc2)CC1O[Si](C)(C)C(C)(C)C)O[Si](C)(C)C(C)(C)C. RXN SMILES: [CH2:1]=[CH:2][c:3]1[cH:4][cH:5][cH:6][cH:7][cH:8]1.[CH:9]12[CH2:10][CH2:11][CH2:12][CH:13]([BH:14]1)[CH2:15][CH2:16][CH2:17]2.[F:18][C:19]([F:20])([F:21])[S:22]([O:23][C:24]1=[C:25]([S:26][CH2:27][CH2:28][CH2:29][CH2:30][CH2:31][C:32](=[O:33])[O:34][CH3:35])[CH:36]([CH:47]=[CH:48][CH:49]([CH2:50][CH:51]([CH2:52][CH2:53][CH2:54][CH3:55])[CH3:56])[O:57][Si:58]([CH3:59])([CH3:60])[C:61]([CH3:62])([CH3:63])[CH3:64])[CH:37]([O:39][Si:40]([CH3:41])([CH3:42])[C:43]([CH3:44])([CH3:45])[CH3:46])[CH2:38]1)(=[O:65])=[O:66].[K+:72].[K+:73].[K+:74].[O:75]1[CH2:76][CH2:77][CH2:78][CH2:79]1.[P:67]([O-:68])([O-:69])([O-:70])=[O:71]>>[CH2:1]([CH2:2][c:3]1[cH:4][cH:5][cH:6][cH:7][cH:8]1)[C:24]1=[C:25]([S:26][CH2:27][CH2:28][CH2:29][CH2:30][CH2:31][C:32](=[O:33])[O:34][CH3:35])[CH:36]([CH:47]=[CH:48][CH:49]([CH2:50][CH:51]([CH2:52][CH2:53][CH2:54][CH3:55])[CH3:56])[O:57][Si:58]([CH3:59])([CH3:60])[C:61]([CH3:62])([CH3:63])[CH3:64])[CH:37]([O:39][Si:40]([CH3:41])([CH3:42])[C:43]([CH3:44])([CH3:45])[CH3:46])[CH2:38]1. The reactants are C(C)(=O)NC1=CC=C(C2=C1CCCCO2)C(=O)OC (methyl 6-acetylamino-2,3,4,5-tetrahydro-1-benzoxepin-9-carboxylate), ClN1C(CCC1=O)=O (N-chlorosuccinimide). The solvent is C(C)(=O)OCC (ethyl acetate), CN(C)C=O (DMF). Run at time 24 hour. Yields the product C(C)(=O)NC1=C(C=C(C2=C1CCCCO2)C(=O)OC)Cl (methyl 6-acetylamino-7-chloro-2,3,4,5-tetrahydro-1-benzoxepin-9-carboxylate). RXN SMILES: [C:1]([NH:4][C:5]1[C:10]2[CH2:11][CH2:12][CH2:13][CH2:14][O:15][C:9]=2[C:8]([C:16]([O:18][CH3:19])=[O:17])=[CH:7][CH:6]=1)(=[O:3])[CH3:2].[Cl:20]N1C(=O)CCC1=O>CN(C=O)C.C(OCC)(=O)C>[C:1]([NH:4][C:5]1[C:10]2[CH2:11][CH2:12][CH2:13][CH2:14][O:15][C:9]=2[C:8]([C:16]([O:18][CH3:19])=[O:17])=[CH:7][C:6]=1[Cl:20])(=[O:3])[CH3:2]. Procedure details: To a solution of 5 g (19.0 mmol) of methyl 6-acetylamino-2,3,4,5-tetrahydro-1-benzoxepin-9-carboxylate from Example 26 in 10 ml DMF is added 3.0 g (22.8 mmol) of N-chlorosuccinimide in a single portion at room temperature. The resulting solution is allowed to stir 24 hours at room temperature. The reaction mixture is diluted with ethyl acetate and washed with water. The organic layer is dried over MgSO4, filtered, concentrated and subjected to flash chromatography (20% EtOAc/hexanes) to yield me... Reactants: N1=CC=CC=C1 (pyridine), ClC=1C=CC2=C(C(=NO2)O)C1 (5-chloro-3-hydroxy-1,2-benzisoxazole), P(=O)(Cl)(Cl)Cl (phosphorus oxychloride), ice water. Product: ClC1=NOC2=C1C=C(C=C2)Cl (3,5-Dichloro-1,2-benzisoxazole). Isolated yield 92.0%. Reaction SMILES: [Cl:1][C:2]1[CH:3]=[CH:4][C:5]2[O:9][N:8]=[C:7](O)[C:6]=2[CH:11]=1.N1C=CC=CC=1.P(Cl)(Cl)([Cl:20])=O>>[Cl:20][C:7]1[C:6]2[CH:11]=[C:2]([Cl:1])[CH:3]=[CH:4][C:5]=2[O:9][N:8]=1. Reported procedure: To a suspension of 5-chloro-3-hydroxy-1,2-benzisoxazole (100 g) in phosphorus oxychloride (80 ml) was added pyridine (48 ml) dropwise over 1 hours with stirring at room temperature, and the mixture was then refluxed for 5 hours. The reaction mixture was added to ice water (500 ml) and extracted with ethyl acetate and the combined extracts were dried over anhydrous magnesium sulphate. The solvent was evaporated under reduced pressure and the title compound (102 g, 92%) was obtained by recrystalli... Starting materials: CC12CCC(C3(OC4=C(C31C)C=CC=C4)C)C2 ((-)-1,2,3,4-tetra-hydro-1,4a,9b-trimethyl-1,4-methanodibenzofuran), BrN1C(CCC1=O)=O (N-bromosuccinimide). The solvent is O1CCCC1 (tetrahydrofuran), CN(C=O)C (dimethylformamide). Run at time 30 minute. The product is BrC=1C=CC2=C(C3(C(O2)(C2CCC3(C2)C)C)C)C1 (8-bromo-1,2,3,4-tetrahydro 1,4a,9b-trimethyl-1,4-methanodibenzofuran). Reaction SMILES: [CH3:1][C:2]12[CH2:17][CH:5]([C:6]3([CH3:16])[C:10]1([CH3:11])[C:9]1[CH:12]=[CH:13][CH:14]=[CH:15][C:8]=1[O:7]3)[CH2:4][CH2:3]2.[Br:18]N1C(=O)CCC1=O>O1CCCC1.CN(C)C=O>[Br:18][C:13]1[CH:14]=[CH:15][C:8]2[O:7][C:6]3([CH3:16])[CH:5]4[CH2:17][C:2]([CH3:1])([C:10]3([CH3:11])[C:9]=2[CH:12]=1)[CH2:3][CH2:4]4. Reported procedure: 11.42 g (50 mmol) of (-)-1,2,3,4-tetra-hydro-1,4a,9b-trimethyl-1,4-methanodibenzofuran obtained in Example 1 were dissolved in 110 ml of tetrahydrofuran and were treated dropwise with a solution containing 8.9 g of N-bromosuccinimide (NBS) in 50 ml of dimethylformamide (DMF). The reaction mixture was maintained under stirring at room temperature for 2 h, 30 min, and was then poured into ice-cold water and extracted with 500 ml of ethyl ether. After rinsing with water, drying over magnesium sulfa... Starting materials: C1(=CC=C(C=C1)C(CC1=CC=CC=C1)=O)C1=CC=CC=C1 (1-(biphenyl-4-yl)-2-phenylethanone), C1(=CC=C(C=C1)C(CC1=CC=CC=C1)=O)C1=CC=CC=C1 (1-(biphenyl-4-yl)-2-phenylethanone), C(C)OC=1C=C(C=O)C=C(C1O)[N+](=O)[O-] (3-ethoxy-4-hydroxy-5-nitrobenzaldehyde), NC(=O)N (urea), Cl (HCl). The solvent is CCO (EtOH). Yields the product C1(=CC=C(C=C1)C1=C(C(NC(N1)=O)C1=CC(=C(C(=C1)[N+](=O)[O-])O)OCC)C1=CC=CC=C1)C1=CC=CC=C1 (6-(biphenyl-4-yl)-4-(3-ethoxy-4-hydroxy-5-nitrophenyl)-5-phenyl-3,4-dihydropyrimidin-2(1H)-one). Yield: 14.3%. As a reaction SMILES: [C:1]1([C:16]2[CH:21]=[CH:20][CH:19]=[CH:18][CH:17]=2)[CH:6]=[CH:5][C:4]([C:7](=O)[CH2:8][C:9]2[CH:14]=[CH:13][CH:12]=[CH:11][CH:10]=2)=[CH:3][CH:2]=1.[CH2:22]([O:24][C:25]1[CH:26]=[C:27]([CH:30]=[C:31]([N+:34]([O-:36])=[O:35])[C:32]=1[OH:33])[CH:28]=O)[CH3:23].[NH2:37][C:38]([NH2:40])=[O:39].Cl>CCO>[C:1]1([C:16]2[CH:21]=[CH:20][CH:19]=[CH:18][CH:17]=2)[CH:6]=[CH:5][C:4]([C:7]2[NH:40][C:38](=[O:39])[NH:37][CH:28]([C:27]3[CH:30]=[C:31]([N+:34]([O-:36])=[O:35])[C:32]([OH:33])=[C:25]([O:24][CH2:22][CH3:23])[CH:26]=3)[C:8]=2[C:9]2[CH:14]=[CH:13][CH:12]=[CH:11][CH:10]=2)=[CH:3][CH:2]=1. Procedure: A mixture of 1-(biphenyl-4-yl)-2-phenylethanone (Intermediate 14) (100 mg, 0.37 mmol), 3-ethoxy-4-hydroxy-5-nitrobenzaldehyde (65 mg, 0.31 mmol), urea (66 mg, 1.1 mmol), and concentrated HCl solution (0.03 mL, 0.37 mmol) in EtOH (5 mL) was refluxed overnight. The mixture was evaporated in vacuo, and purified by preparative HPLC to give Compound 34 (22.52 mg, yield 14%). 1H NMR (DMSO-d6 300 MHz): δ 10.33 (s, 1H), 8.79 (s, 1H), 7.66 (d, J=8.4 Hz, 2H), 7.61-7.58 (m, 3H), 7.47-7.43 (m, 3H), 7.37 (d,... The reactants are C(CCC)[SiH](C)C (butyldimethylsilane), C1(=CC=CC=C1)C (toluene), C(CCCCC)C1=CC=C(C=C1)C=1SC(=CN1)C1=CC=C(C=C1)OC(=O)CC=C (2-(4-hexylphenyl)-5-(4-allylcarbonyloxyphenyl)-1,3-thiazole). The reagents and catalysts are C(C)(C)O (isopropyl alcohol), [H+].[H+].Cl[Pt-2](Cl)(Cl)(Cl)(Cl)Cl (chloroplatinic acid). Run in O (water). Product: C(CCCCC)C1=CC=C(C=C1)C=1SC(=CN1)C1=CC=C(C=C1)OC(=O)CCC(CCCC)[SiH](C)C (2-(4-hexylphenyl)-5-[4-(3-butyldimethylsilylpropylcarbonyloxy)phenyl]-1,3-thiazole). Isolated yield 24.3%. Reaction SMILES: [C:1]1(C)C=C[CH:4]=[CH:3][CH:2]=1.[CH2:8]([C:14]1[CH:19]=[CH:18][C:17]([C:20]2[S:21][C:22]([C:25]3[CH:30]=[CH:29][C:28]([O:31][C:32]([CH2:34][CH:35]=[CH2:36])=[O:33])=[CH:27][CH:26]=3)=[CH:23][N:24]=2)=[CH:16][CH:15]=1)[CH2:9][CH2:10][CH2:11][CH2:12][CH3:13].[CH2:37]([SiH:41](C)[CH3:42])CCC>C(O)(C)C.[H+].[H+].Cl[Pt-2](Cl)(Cl)(Cl)(Cl)Cl.O>[CH2:8]([C:14]1[CH:15]=[CH:16][C:17]([C:20]2[S:21][C:22]([C:25]3[CH:26]=[CH:27][C:28]([O:31][C:32]([CH2:34][CH2:35][CH:36]([SiH:41]([CH3:42])[CH3:37])[CH2:1][CH2:2][CH2:3][CH3:4])=[O:33])=[CH:29][CH:30]=3)=[CH:23][N:24]=2)=[CH:18][CH:19]=1)[CH2:9][CH2:10][CH2:11][CH2:12][CH3:13] |f:4.5.6|. Procedure: 2 ml of toluene was added to 0.81 g (1.99 mM) of 2-(4-hexylphenyl)-5-(4-allylcarbonyloxyphenyl)-1,3-thiazole, followed by stirring at room temperature. To the mixture, an appropriate amount chloroplatinic acid, three drops of isopropyl alcohol and 0.24 g (2.06 mM) of butyldimethylsilane were successively added and heated to 80° C., followed by stirring for 7 hours. After the reaction, the reaction mixture was poured into water, followed by extraction with ethyl acetate. The organic layer was was...